From a dataset of the Open Reaction Database (ORD), a public repository of structured organic reaction records. describe an organic reaction: reactants, conditions, products, and yield Reactants: CCO, [Cl-], CS(=O)(=O)c1cc(F)ccc1C[NH3+], COC(=O)c1nc(N2CCCCS2(=O)=O)c2cccnc2c1O. The product is CS(=O)(=O)c1cc(F)ccc1CNC(=O)c1nc(N2CCCCS2(=O)=O)c2cccnc2c1O. Reaction SMILES: [CH3:38][CH2:39][OH:40].[Cl-:24].[F:25][c:26]1[cH:27][c:28]([S:34](=[O:35])(=[O:36])[CH3:37])[c:29]([CH2:32][NH3+:33])[cH:30][cH:31]1.[O:1]=[S:2]1(=[O:23])[N:3]([c:8]2[c:9]3[cH:10][cH:11][cH:12][n:13][c:14]3[c:15]([OH:22])[c:16]([C:18]([O:20][CH3:19])=[O:21])[n:17]2)[CH2:4][CH2:5][CH2:6][CH2:7]1>>[O:1]=[S:2]1(=[O:23])[N:3]([c:8]2[c:9]3[cH:10][cH:11][cH:12][n:13][c:14]3[c:15]([OH:22])[c:16]([C:18](=[O:20])[NH:33][CH2:32][c:29]3[c:28]([S:34](=[O:35])(=[O:36])[CH3:37])[cH:27][c:26]([F:25])[cH:31][cH:30]3)[n:17]2)[CH2:4][CH2:5][CH2:6][CH2:7]1. The reactants are [N+](#[C-])CC(=O)OC (methyl 2-isocyanoacetate), FC=1C=CC(=NC1)N (5-Fluoropyridin-2-amine), FC=1C=C(C=O)C=CC1 (3-fluorobenzaldehyde), O.C1(=CC=C(C=C1)S(=O)(=O)O)C (p-toluenesulfonic acid monohydrate). The solvent is CO (MeOH), CCCCCC (Hexane), CO (MeOH). Reaction conditions: time 10 minute. Yields the product COC(CNC1=C(N=C2N1C=C(C=C2)F)C2=CC(=CC=C2)F)=O ([6-Fluoro-2-(3-fluoro-phenyl)-imidazo[1,2-a]pyridin-3-ylamino]-acetic acid methyl ester). The yield is 30.5%. As a reaction SMILES: [F:1][C:2]1[CH:3]=[CH:4][C:5]([NH2:8])=[N:6][CH:7]=1.[F:9][C:10]1[CH:11]=[C:12]([CH:15]=[CH:16][CH:17]=1)[CH:13]=O.O.C1(C)C=CC(S(O)(=O)=O)=CC=1.[N+:30]([CH2:32][C:33]([O:35][CH3:36])=[O:34])#[C-:31]>CO.CCCCCC>[CH3:36][O:35][C:33](=[O:34])[CH2:32][NH:30][C:31]1[N:6]2[CH:7]=[C:2]([F:1])[CH:3]=[CH:4][C:5]2=[N:8][C:13]=1[C:12]1[CH:15]=[CH:16][CH:17]=[C:10]([F:9])[CH:11]=1 |f:2.3|. Reported procedure: 5-Fluoropyridin-2-amine (200 mg, 1.78 mmol, Eq: 1.00), 3-fluorobenzaldehyde (240 mg, 205 μL, 1.87 mmol, Eq: 1.05) and p-toluenesulfonic acid monohydrate (102 mg, 535 μmol, Eq: 0.3) were dissolved in MeOH (2.5 mL) and the yellow solution was stirred for 10 min. To this yellow solution was added dropwise methyl 2-isocyanoacetate (182 mg, 167 μL, 1.78 mmol, Eq: 1.00) and the corresponding brown solution was stirred for 90 min. Hexane (2 mL) was added and the solvent was removed to give a beige gumm... Starting materials: C=C(C)C, [Na+], O=C([O-])O, O, O=S(=O)(O)O, Cc1ccc(C)c(O)c1. Product: Cc1cc(C(C)(C)C)c(C)cc1O. As a reaction SMILES: [CH3:15][C:16]([CH3:17])=[CH2:18].[Na+:23].[O-:19][C:20]([OH:21])=[O:22].[OH2:24].[S:10](=[O:11])(=[O:12])([OH:13])[OH:14].[c:1]1([OH:9])[c:2]([CH3:8])[cH:3][cH:4][c:5]([CH3:7])[cH:6]1>>[c:1]1([OH:9])[c:2]([CH3:8])[cH:3][c:4]([C:16]([CH3:15])([CH3:17])[CH3:18])[c:5]([CH3:7])[cH:6]1. Starting materials: Cl, c1ccc(-c2cc3c(ccn4cnnc34)nc2-c2ccc(C3OCCO3)cc2)cc1, C1COCCO1. The product is O=Cc1ccc(-c2nc3ccn4cnnc4c3cc2-c2ccccc2)cc1. Reaction SMILES: [ClH:37].[O:1]1[CH:2]([c:6]2[cH:7][cH:8][c:9](-[c:12]3[n:13][c:14]4[cH:15][cH:16][n:17]5[c:18]([c:19]4[cH:20][c:21]3-[c:22]3[cH:23][cH:24][cH:25][cH:26][cH:27]3)[n:28][n:29][cH:30]5)[cH:10][cH:11]2)[O:5][CH2:4][CH2:3]1.[O:31]1[CH2:32][CH2:33][O:34][CH2:35][CH2:36]1>>[O:1]=[CH:2][c:6]1[cH:7][cH:8][c:9](-[c:12]2[n:13][c:14]3[cH:15][cH:16][n:17]4[c:18]([c:19]3[cH:20][c:21]2-[c:22]2[cH:23][cH:24][cH:25][cH:26][cH:27]2)[n:28][n:29][cH:30]4)[cH:10][cH:11]1. The reactants are [N+](=O)([O-])C=1C=CC=C2C1C(=O)OC(N2)=O (6-nitroisatoic acid anhydride), N1[C@H](C(=O)O)CCC1 (L-proline), crude product. Yields the product [N+](=O)([O-])C1=CC=CC2=C1C(N1[C@H](C(N2)=O)CCC1)=O ((S)-1,2,3,11a-tetrahydro-6-nitro-5H-pyrrolo[2,1-c][1,4]benzodiazepine-5,11(10H)-dione). Procedure details: 10.6 g (50.9 mmol) of 6-nitroisatoic acid anhydride and 6.1 g (50.9 mmol) of L-proline in 70 ml of dimethyl sulphoxide are heated to 90° for 45 minutes, the mixture is subsequently evaporated in a high vacuum and the residue obtained is heated to 140° for 4 hours. The crystalline crude product is taken up in 100 ml of boiling ethanol, left to stand in the cold overnight, the material obtained is filtered off under suction while back-washing with cold ethanol and dried to constant weight. There i... The solvent is C(C)O (ethanol), CS(=O)C (dimethyl sulphoxide). Reaction SMILES: [N+:1]([C:4]1[CH:5]=[CH:6][CH:7]=[C:8]2[NH:14][C:13](=[O:15])[O:12][C:10](=O)[C:9]=12)([O-:3])=[O:2].[NH:16]1[CH2:23][CH2:22][CH2:21][C@H:17]1C(O)=O>CS(C)=O.C(O)C>[N+:1]([C:4]1[C:9]2[C:10](=[O:12])[N:16]3[CH2:23][CH2:22][CH2:21][C@H:17]3[C:13](=[O:15])[NH:14][C:8]=2[CH:7]=[CH:6][CH:5]=1)([O-:3])=[O:2]. Starting materials: CN(C)C=O, CCOC(=O)C(Cl)Cc1c(C#N)cnn1-c1ccc(Cl)c(Cl)c1Cl, [H-], [Na+]. Product: CCOC(=O)C=Cc1c(C#N)cnn1-c1ccc(Cl)c(Cl)c1Cl. As a reaction SMILES: [CH3:27][N:28]([CH3:29])[CH:30]=[O:31].[Cl:1][CH:2]([C:3](=[O:4])[O:5][CH2:6][CH3:7])[CH2:8][c:9]1[c:10]([C:23]#[N:24])[cH:11][n:12][n:13]1-[c:14]1[c:15]([Cl:22])[c:16]([Cl:21])[c:17]([Cl:20])[cH:18][cH:19]1.[H-:25].[Na+:26]>>[CH:2]([C:3](=[O:4])[O:5][CH2:6][CH3:7])=[CH:8][c:9]1[c:10]([C:23]#[N:24])[cH:11][n:12][n:13]1-[c:14]1[c:15]([Cl:22])[c:16]([Cl:21])[c:17]([Cl:20])[cH:18][cH:19]1. Reactants: CO, CNC, COc1ccc(N(C)c2nc(Cl)nc3ccc([N+](=O)[O-])cc23)cc1. RXN SMILES: [CH3:25][OH:26].[CH3:27][NH:28][CH3:29].[Cl:1][c:2]1[n:3][c:4]2[cH:5][cH:6][c:7]([N+:22](=[O:23])[O-:24])[cH:8][c:9]2[c:10]([N:12]([CH3:13])[c:14]2[cH:15][cH:16][c:17]([O:20][CH3:21])[cH:18][cH:19]2)[n:11]1>>[c:2]1([N:28]([CH3:27])[CH3:29])[n:3][c:4]2[cH:5][cH:6][c:7]([N+:22](=[O:23])[O-:24])[cH:8][c:9]2[c:10]([N:12]([CH3:13])[c:14]2[cH:15][cH:16][c:17]([O:20][CH3:21])[cH:18][cH:19]2)[n:11]1. The product is COc1ccc(N(C)c2nc(N(C)C)nc3ccc([N+](=O)[O-])cc23)cc1. Starting materials: S1C=C(C=C1)C=O (thiophene-3-carboxaldehyde), C1(=CC=C(C=C1)S(=O)(=O)O)C (p-toluenesulfonic acid), C1=CC=CC=C1 (benzene). The product is S1C=C(C=C1)C1OCCO1 (2-(3-thienyl)-1,3-dioxolane). Yield: 72.0%. Reaction SMILES: [S:1]1[CH:5]=[CH:4][C:3]([CH:6]=[O:7])=[CH:2]1.C1(C)C=CC(S(O)(=O)=[O:15])=CC=1.[CH:19]1[CH:24]=CC=CC=1>>[S:1]1[CH:5]=[CH:4][C:3]([CH:6]2[O:15][CH2:19][CH2:24][O:7]2)=[CH:2]1. Reported procedure: In a 100 mL roundbottom flask equipped with a dean stark trap and a reflux condenser, thiophene-3-carboxaldehyde and p-toluenesulfonic acid were dissolved in benzene (50 mL). The mixture was heated to reflux overnight. The reaction was cooled, washed with sat'd sodium bicarbonate, water, dried (MgSO4) and concentrated. Purification by fractional distillation (93°-95° C., 7.5 mm Hg) afforded 45.3 g (72%) of the desired dioxolane as a clear liquid.